Dataset: the Open Reaction Database (ORD), a public repository of structured organic reaction records. Task: describe an organic reaction: reactants, conditions, products, and yield The reactants are OO (H2O2), C(=O)(C(F)(F)F)OC(=O)C(F)(F)F (TFAA), CN(CCNC=1N=[N+](C2=C(N1)C=C1CC(CC1=C2)C)[O-])C (N1,N1-Dimethyl-N2-(7-methyl-1 oxido-7,8-dihydro-6H-indeno[5,6-e][1,2,4]triazin-3-yl)-1,2-ethanediamine), C(=O)(C(F)(F)F)O (TFA). Solvent: N (NH3), C(Cl)Cl (DCM), C(Cl)Cl (DCM). Conditions: temperature 0 celsius, time 5 minute. The product is [N+](=O)([O-])C1=C(C=C2CCCC2=C1)NC(C)=O (N-(6-nitro-2,3-dihydro-1H-inden-5-yl)acetamide). As a reaction SMILES: OO.C(O[C:10]([C:12](F)(F)F)=[O:11])(C(F)(F)F)=O.CN(C)CCNC1N=[N+:23]([O-:35])[C:24]2[CH:33]=[C:32]3[C:28]([CH2:29][CH:30](C)[CH2:31]3)=[CH:27][C:25]=2[N:26]=1.C(O)(C(F)(F)F)=[O:38]>C(Cl)Cl.N>[N+:23]([C:24]1[CH:33]=[C:32]2[C:28]([CH2:29][CH2:30][CH2:31]2)=[CH:27][C:25]=1[NH:26][C:10](=[O:11])[CH3:12])([O-:35])=[O:38]. Procedure details: H2O2 (70%, 0.65 mL, ca. 12.9 mmol) was added dropwise to a stirred solution of TFAA (1.8 mL, 12.9 mmol) in DCM (20 mL) at 0° C. The solution was stirred at 0° C. for 5 min, warmed to 20° C. for 10 min, then cooled to 0° C. and added to a stirred solution of 1-oxide 96 (371 mg, 1.3 mmol) and TFA (0.50 mL, 6.5 mmol) in DCM (20 mL) at 0° C. The solution was stirred at 20° C. for 6 h, diluted with dilute aqueous NH3 solution (10 mL) and extracted with CHCl3 (4×30 mL). The combined organic fraction w... Starting materials: [Al+3], O=C1CC(c2ccc(Br)cc2)C1, [H-], [H-], [H-], [H-], [Li+]. Product: OC1CC(c2ccc(Br)cc2)C1. RXN SMILES: [Al+3:14].[Br:1][c:2]1[cH:3][cH:4][c:5]([CH:8]2[CH2:9][C:10](=[O:12])[CH2:11]2)[cH:6][cH:7]1.[H-:13].[H-:16].[H-:17].[H-:18].[Li+:15]>>[Br:1][c:2]1[cH:3][cH:4][c:5]([CH:8]2[CH2:9][CH:10]([OH:12])[CH2:11]2)[cH:6][cH:7]1. Run at temperature 110 celsius, time 24 hour. Reactants: Cc1ccc(B(O)O)cc1 (effective_coupling_partner), COc2ccc(Oc1nc(OC)nc(OC)n1)cc2 (substrate). Product: COc2ccc(c1ccc(C)cc1)cc2. The reagents and catalysts are dppf. Reactants: C(#CCCCC)C=1C=C(C=NC1)OC[C@H]1N(CC1)C(=O)OC(C)(C)C (5-hexynyl-3-(1-BOC-2-(S)-azetidinylmethoxy)pyridine), C(Cl)Cl (CH2Cl2). The solvent is C(=O)(C(F)(F)F)O (TFA). Product: Cl.Cl.C(#CCCCC)C=1C=C(C=NC1)OC[C@H]1NCC1 (5-Hexynyl-3-(2-(S)-azetidinylmethoxy)pyridine dihydrochloride). Isolated yield 96.0%. As a reaction SMILES: [C:1]([C:7]1[CH:8]=[C:9]([O:13][CH2:14][C@@H:15]2[CH2:18][CH2:17][N:16]2C(OC(C)(C)C)=O)[CH:10]=[N:11][CH:12]=1)#[C:2][CH2:3][CH2:4][CH2:5][CH3:6].C(Cl)[Cl:27]>C(O)(C(F)(F)F)=O>[ClH:27].[ClH:27].[C:1]([C:7]1[CH:8]=[C:9]([O:13][CH2:14][C@@H:15]2[CH2:18][CH2:17][NH:16]2)[CH:10]=[N:11][CH:12]=1)#[C:2][CH2:3][CH2:4][CH2:5][CH3:6] |f:3.4.5|. Procedure details: A solution of 5-hexynyl-3-(1-BOC-2-(S)-azetidinylmethoxy)pyridine from step 58a (102 mg, 0.26 mmol) in CH2Cl2 (2 mL) and TFA (1 mL) was stirred at room temperature for 3 hours. The solvent was removed, and the residue was chromatographed on a silica gel column, eluting with CHCl3 :MeOH:NH4OH 10:1:0.1 to afford the free base of the title compound(73 mg, 96% yield). MS (CI/NH3) m/z 279 (M+H)+. 1H NMR (CDCl3, 300 MHz) δ0.96 (t, J=7.0 Hz, 3H), 1.43-1.61 (m, 2H), 2.21-2.44 (m, 4H), 2.48 (t, J=7.5 Hz,... Starting materials: C(=O)(C(F)(F)F)O (TFA), NC1=C(C=C(C=N1)C=1C=NN(C1)[C@@H]1C[C@H](N(C1)C(=O)OC(C)(C)C)C(NC)=O)C=1OC2=C(N1)C=CC=C2 ((2S,4R)-tert-butyl 4-[4-[6-amino-5-(1,3-benzoxazol-2-yl)-3-pyridyl]pyrazol-1-yl]-2-(methylcarbamoyl)pyrrolidine-1-carboxylate). Run at temperature 25 celsius, time 1 hour. The product is NC1=C(C=C(C=N1)C=1C=NN(C1)[C@@H]1C[C@H](NC1)C(=O)NC)C=1OC2=C(N1)C=CC=C2 ((2S,4R)-4-[4-[6-amino-5-(1,3-benzoxazol-2-yl)-3-pyridyl]pyrazol-1-yl]-N-methyl-pyrrolidine-2-carboxamide). As a reaction SMILES: C(O)(C(F)(F)F)=O.[NH2:8][C:9]1[N:14]=[CH:13][C:12]([C:15]2[CH:16]=[N:17][N:18]([C@H:20]3[CH2:24][N:23](C(OC(C)(C)C)=O)[C@H:22]([C:32](=[O:35])[NH:33][CH3:34])[CH2:21]3)[CH:19]=2)=[CH:11][C:10]=1[C:36]1[O:37][C:38]2[CH:44]=[CH:43][CH:42]=[CH:41][C:39]=2[N:40]=1>>[NH2:8][C:9]1[N:14]=[CH:13][C:12]([C:15]2[CH:16]=[N:17][N:18]([C@H:20]3[CH2:24][NH:23][C@H:22]([C:32]([NH:33][CH3:34])=[O:35])[CH2:21]3)[CH:19]=2)=[CH:11][C:10]=1[C:36]1[O:37][C:38]2[CH:44]=[CH:43][CH:42]=[CH:41][C:39]=2[N:40]=1. Procedure: TFA (5 ml) was added to (2S,4R)-tert-butyl 4-[4-[6-amino-5-(1,3-benzoxazol-2-yl)-3-pyridyl]pyrazol-1-yl]-2-(methylcarbamoyl)pyrrolidine-1-carboxylate under argon. The resulting solution was stirred at 25° C. for 1 hour. The solution was evaporated under reduced pressure, adsorbed with ammonia in methanol solution. The crude product was purified by flash chromatography on silica gel eluting with 1 to 6% methanolic ammonia (7 N) in dichloromethane. The solvent was evaporated to dryness to afford (... RXN SMILES: [Cl:54][CH2:55][Cl:56].[O:1]1[CH2:2][O:3][c:4]2[c:5]1[cH:6][cH:7][c:8]([S:10](=[O:11])(=[O:12])[N:13]([CH2:14][CH:15]([CH:16]([CH2:17][c:18]1[cH:19][cH:20][c:21]([O:24][CH2:25][c:26]3[cH:27][cH:28][cH:29][cH:30][cH:31]3)[cH:22][cH:23]1)[NH:32][C:33](=[O:34])[O:35][C:36]([CH3:37])([CH3:38])[CH3:39])[OH:40])[O:41][CH:42]([CH2:43][CH3:44])[CH2:45][CH3:46])[cH:9]2.[OH:47][C:48]([C:49]([F:50])([F:51])[F:52])=[O:53]>>[O:1]1[CH2:2][O:3][c:4]2[c:5]1[cH:6][cH:7][c:8]([S:10](=[O:11])(=[O:12])[N:13]([CH2:14][CH:15]([CH:16]([CH2:17][c:18]1[cH:19][cH:20][c:21]([O:24][CH2:25][c:26]3[cH:27][cH:28][cH:29][cH:30][cH:31]3)[cH:22][cH:23]1)[NH2:32])[OH:40])[O:41][CH:42]([CH2:43][CH3:44])[CH2:45][CH3:46])[cH:9]2. Reactants: ClCCl, CCC(CC)ON(CC(O)C(Cc1ccc(OCc2ccccc2)cc1)NC(=O)OC(C)(C)C)S(=O)(=O)c1ccc2c(c1)OCO2, O=C(O)C(F)(F)F. Product: CCC(CC)ON(CC(O)C(N)Cc1ccc(OCc2ccccc2)cc1)S(=O)(=O)c1ccc2c(c1)OCO2. Starting materials: CC(=O)O[BH-](OC(C)=O)OC(C)=O, CCN(c1cc(-c2ccc(C=O)nc2)cc(C(=O)NCc2c(C)cc(C)[nH]c2=O)c1C)C1CCOCC1, CNC, CC(=O)O, CC(Cl)Cl, [Na+]. Product: CCN(c1cc(-c2ccc(CN(C)C)nc2)cc(C(=O)NCc2c(C)cc(C)[nH]c2=O)c1C)C1CCOCC1. RXN SMILES: [C:45]([O:46][BH-:47]([O:48][C:49](=[O:50])[CH3:51])[O:52][C:53](=[O:54])[CH3:55])(=[O:56])[CH3:57].[CH3:1][c:2]1[c:3]([CH2:10][NH:11][C:12]([c:13]2[c:14]([CH3:36])[c:15]([N:27]([CH:28]3[CH2:29][CH2:30][O:31][CH2:32][CH2:33]3)[CH2:34][CH3:35])[cH:16][c:17](-[c:19]3[cH:20][n:21][c:22]([CH:25]=[O:26])[cH:23][cH:24]3)[cH:18]2)=[O:37])[c:4](=[O:9])[nH:5][c:6]([CH3:8])[cH:7]1.[CH3:38][NH:39][CH3:40].[CH3:41][C:42](=[O:43])[OH:44].[Cl:59][CH:60]([Cl:61])[CH3:62].[Na+:58]>>[CH3:1][c:2]1[c:3]([CH2:10][NH:11][C:12]([c:13]2[c:14]([CH3:36])[c:15]([N:27]([CH:28]3[CH2:29][CH2:30][O:31][CH2:32][CH2:33]3)[CH2:34][CH3:35])[cH:16][c:17](-[c:19]3[cH:20][n:21][c:22]([CH2:25][N:39]([CH3:38])[CH3:40])[cH:23][cH:24]3)[cH:18]2)=[O:37])[c:4](=[O:9])[nH:5][c:6]([CH3:8])[cH:7]1.